This data is from the Open Reaction Database (ORD), a public repository of structured organic reaction records. The task is: describe an organic reaction: reactants, conditions, products, and yield Starting materials: FC1=C(C=CC(=C1)[N+](=O)[O-])O (2-fluoro-4-nitro-phenol), C(C)(C)(C)OC(=O)N1CCC(CC1)N1N=CC=2C1=NC=NC2Cl (4-(4-chloro-pyrazolo[3,4-d]pyrimidin-1-yl)-piperidine-1-carboxylic acid tert-butyl ester), C(C)(C)(C)OC(=O)N1CCC(CC1)N1N=CC=2C1=NC=NC2Cl (4-(4-chloro-pyrazolo[3,4-d]pyrimidin-1-yl)-piperidine-1-carboxylic acid tert-butyl ester), C([O-])([O-])=O.[K+].[K+] (potassium carbonate), C([O-])([O-])=O.[Na+].[Na+] (sodium carbonate). Solvent: CN(C=O)C (dimethylformamide). Reaction conditions: temperature 160 celsius. Yields the product C(C)(C)(C)OC(=O)N1CCC(CC1)N1N=CC=2C1=NC=NC2OC2=C(C=C(C=C2)[N+](=O)[O-])F (4-[4-(2-fluoro-4-nitro-phenoxy)-pyrazolo[3,4-d]pyrimidin-1-yl]-piperidine-1-carboxylic acid tert-butyl ester). Isolated yield 14.7%. Reaction SMILES: [F:1][C:2]1[CH:7]=[C:6]([N+:8]([O-:10])=[O:9])[CH:5]=[CH:4][C:3]=1[OH:11].[C:12]([O:16][C:17]([N:19]1[CH2:24][CH2:23][CH:22]([N:25]2[C:29]3=[N:30][CH:31]=[N:32][C:33](Cl)=[C:28]3[CH:27]=[N:26]2)[CH2:21][CH2:20]1)=[O:18])([CH3:15])([CH3:14])[CH3:13].C(=O)([O-])[O-].[K+].[K+].C(=O)([O-])[O-].[Na+].[Na+]>CN(C)C=O>[C:12]([O:16][C:17]([N:19]1[CH2:20][CH2:21][CH:22]([N:25]2[C:29]3=[N:30][CH:31]=[N:32][C:33]([O:11][C:3]4[CH:4]=[CH:5][C:6]([N+:8]([O-:10])=[O:9])=[CH:7][C:2]=4[F:1])=[C:28]3[CH:27]=[N:26]2)[CH2:23][CH2:24]1)=[O:18])([CH3:15])([CH3:13])[CH3:14] |f:2.3.4,5.6.7|. Procedure: A mixture of 2-fluoro-4-nitro-phenol (Aldrich Chemical Company, Inc., Milwaukee, Wis., USA 32 mg, 0.074 mmol), 4-(4-chloro-pyrazolo[3,4-d]pyrimidin-1-yl)-piperidine-1-carboxylic acid tert-butyl ester (Intermediate 19; 25 mg, 0.074 mmol), and potassium carbonate (27 mg, 0.196 mmol) in dimethylformamide (1 mL) was heated in a microwave oven at 160° C. for 10 min. Saturated sodium carbonate solution was added to the reaction mixture, and the mixture was then filtered through a pad of silica gel to ... The reactants are OCCN1CCNCC1 (N-hydroxyethylpiperazine), C(C)O (ethanol), crude product, C(C)O (ethanol), ClC1=NC(=NC(=C1)Cl)C1=CC=CC=C1 (4,6-dichloro-2-phenylpyrimidine). Run in O (water). Reaction conditions: time 8 hour. Yields the product ClC1=NC(=NC(=C1)N1CCN(CC1)CCO)C1=CC=CC=C1 (4-(4-chloro-2-phenylpyrimidin-6-yl)-1-piperazineethanol). Reaction SMILES: [OH:1][CH2:2][CH2:3][N:4]1[CH2:9][CH2:8][NH:7][CH2:6][CH2:5]1.C(O)C.[Cl:13][C:14]1[CH:19]=[C:18](Cl)[N:17]=[C:16]([C:21]2[CH:26]=[CH:25][CH:24]=[CH:23][CH:22]=2)[N:15]=1>O>[Cl:13][C:14]1[CH:19]=[C:18]([N:7]2[CH2:8][CH2:9][N:4]([CH2:3][CH2:2][OH:1])[CH2:5][CH2:6]2)[N:17]=[C:16]([C:21]2[CH:26]=[CH:25][CH:24]=[CH:23][CH:22]=2)[N:15]=1. Procedure details: N-hydroxyethylpiperazine (7.81 g.) diluted with 20 ml. of absolute ethanol is added to a slurry obtained by adding 6.75 g. of 4,6-dichloro-2-phenylpyrimidine to 25 ml. of absolute ethanol. The resulting mixture is refluxed for fifteen minutes, then poured into 850 ml. of water. A gummy material which separates solidifies on standing overnight. The crude product weighs 7.8 g. which is recrystallized from n-heptane to afford 4-(4-chloro-2-phenylpyrimidin-6-yl)-1-piperazineethanol, m.p. 103°-105°C.